describe an organic reaction: reactants, conditions, products, and yield From a dataset of the Open Reaction Database (ORD), a public repository of structured organic reaction records. Reported procedure: 20 ml of ethanol, 1.5 g of 2-methylmorpholine, 8.7 g of ethyl 3-ethoxy-3-iminopropanoate hydrochloride and 7.75 ml of N,N-diisopropylethylamine are placed in a microwave tube. After one hour of microwave irradiation at a temperature of 130° C., the reaction medium is concentrated under reduced pressure. The residue obtained is purified on a silica column, eluent: dichloromethane/methanol: 97/03, so as to give 0.8 g of [4-(2-methylmorpholin-4-yl)-6-oxo-1,6-dihydropyrimidin-2-yl]acetic acid ethyl ... As a reaction SMILES: [CH3:1][CH:2]1[O:7][CH2:6][CH2:5][NH:4][CH2:3]1.Cl.C(O[C:12](=[NH:19])[CH2:13][C:14]([O:16][CH2:17][CH3:18])=[O:15])C.C([N:23]([CH2:27][CH3:28])C(C)C)(C)C.[CH2:29]([OH:31])C>>[CH2:17]([O:16][C:14](=[O:15])[CH2:13][C:12]1[NH:19][C:29](=[O:31])[CH:28]=[C:27]([N:4]2[CH2:5][CH2:6][O:7][CH:2]([CH3:1])[CH2:3]2)[N:23]=1)[CH3:18] |f:1.2|. Starting materials: CC1CNCCO1 (2-methylmorpholine), Cl.C(C)OC(CC(=O)OCC)=N (ethyl 3-ethoxy-3-iminopropanoate hydrochloride), C(C)(C)N(C(C)C)CC (N,N-diisopropylethylamine), C(C)O (ethanol). Yields the product C(C)OC(CC=1NC(C=C(N1)N1CC(OCC1)C)=O)=O ([4-(2-methylmorpholin-4-yl)-6-oxo-1,6-dihydropyrimidin-2-yl]acetic acid ethyl ester). Starting materials: ClC1=C(C=C(C=C1)NC(=O)NC1=CC(=CC(=C1)C(F)(F)F)O)C(F)(F)F (1-(4-Chloro-3-trifluoromethyl-phenyl)-3-(3-hydroxy-5-trifluoromethyl-phenyl)-urea), C(C=C)Br (allyl bromide), C(=O)([O-])[O-].[K+].[K+] (K2CO3). The solvent is CN(C)C=O (DMF). Product: ClC1=C(C=C(C=C1)NC(=O)NC1=CC(=CC(=C1)C(F)(F)F)CC=C)C(F)(F)F (1-(4-chloro-3-trifluoromethyl-phenyl)-3-(3-allyl-5-trifluoromethyl-phenyl)-urea). As a reaction SMILES: [Cl:1][C:2]1[CH:7]=[CH:6][C:5]([NH:8][C:9]([NH:11][C:12]2[CH:17]=[C:16]([C:18]([F:21])([F:20])[F:19])[CH:15]=[C:14](O)[CH:13]=2)=[O:10])=[CH:4][C:3]=1[C:23]([F:26])([F:25])[F:24].[CH2:27](Br)[CH:28]=[CH2:29].C([O-])([O-])=O.[K+].[K+]>CN(C=O)C>[Cl:1][C:2]1[CH:7]=[CH:6][C:5]([NH:8][C:9]([NH:11][C:12]2[CH:17]=[C:16]([C:18]([F:21])([F:20])[F:19])[CH:15]=[C:14]([CH2:29][CH:28]=[CH2:27])[CH:13]=2)=[O:10])=[CH:4][C:3]=1[C:23]([F:26])([F:25])[F:24] |f:2.3.4|. Procedure: The phenol compound obtained from Example 133 was treated with allyl bromide (1 eq.), and K2CO3 (2 eq.) in DMF at 60° C. for 24 h. After the reaction was finished, the resulting solution was directly injected on a preparative reverse phase HPLC column and fractions, which contained the desired product mass, were collected and concentrated using the Genevac system. 1H NMR (CD3OD) δ 7.98 (d, J=2 Hz, 1H), 7.65 (dd, J=2 Hz, J=8 Hz, 1H) 7.50 (d, J=8 Hz, 1H), 7.38 (s, 1H), 7.34 (s, 1H), 6.86 (s, 1H), ... Reactants: CC(C)CCCCCCCOP(OCCCCCCCC(C)C)OCCCCCCCC(C)C, CS(=O)(=O)O, O=C(O)c1ccccc1, OCCc1ccccc1. Product: O=C(OCCc1ccccc1)c1ccccc1. As a reaction SMILES: [CH2:24]([O:25][P:26]([O:27][CH2:28][CH2:29][CH2:30][CH2:31][CH2:32][CH2:33][CH2:34][CH:35]([CH3:36])[CH3:37])[O:38][CH2:39][CH2:40][CH2:41][CH2:42][CH2:43][CH2:44][CH2:45][CH:46]([CH3:47])[CH3:48])[CH2:49][CH2:50][CH2:51][CH2:52][CH2:53][CH2:54][CH:55]([CH3:56])[CH3:57].[CH3:19][S:20](=[O:21])(=[O:22])[OH:23].[OH:1][C:2](=[O:3])[c:4]1[cH:5][cH:6][cH:7][cH:8][cH:9]1.[c:10]1([CH2:16][CH2:17][OH:18])[cH:11][cH:12][cH:13][cH:14][cH:15]1>>[O:1]([C:2](=[O:3])[c:4]1[cH:5][cH:6][cH:7][cH:8][cH:9]1)[CH2:17][CH2:16][c:10]1[cH:11][cH:12][cH:13][cH:14][cH:15]1. Starting materials: CC(=O)[O-], O=C(OO)c1cccc(Cl)c1, O=C(O)c1cccc(Cl)c1, ClCCl, NS(=O)(=O)c1ccc(C2=C(c3ccc(F)cc3)CC3(CC3)C2)cc1, [Na+], O. Product: NS(=O)(=O)c1ccc(C2=CC3(C=C2c2ccc(F)cc2)CC3)cc1. As a reaction SMILES: [CH3:47][C:48](=[O:49])[O-:50].[Cl:25][c:26]1[cH:27][c:28]([C:32]([O:33][OH:34])=[O:35])[cH:29][cH:30][cH:31]1.[Cl:36][c:37]1[cH:38][c:39]([C:43]([OH:44])=[O:45])[cH:40][cH:41][cH:42]1.[Cl:51][CH2:52][Cl:53].[F:1][c:2]1[cH:3][cH:4][c:5]([C:8]2=[C:9]([c:15]3[cH:16][cH:17][c:18]([S:21](=[O:22])(=[O:23])[NH2:24])[cH:19][cH:20]3)[CH2:10][C:11]3([CH2:12][CH2:13]3)[CH2:14]2)[cH:6][cH:7]1.[Na+:46].[OH2:54]>>[F:1][c:2]1[cH:3][cH:4][c:5]([C:8]2=[CH:14][C:11]3([CH:10]=[C:9]2[c:15]2[cH:16][cH:17][c:18]([S:21](=[O:22])(=[O:23])[NH2:24])[cH:19][cH:20]2)[CH2:12][CH2:13]3)[cH:6][cH:7]1. The reactants are COc1ccc(B(O)O)cc1 (effective_coupling_partner), Cc1ccc(OC(=O)C(C)(C)C)cc1 (substrate). The reagents and catalysts are PCy3. Reaction conditions: temperature 110 celsius, time 24 hour. The product is COc2ccc(c1ccc(C)cc1)cc2. The reactants are C(C)(C)(C)OC(=O)N1CC(C(C1)C1=CC=CC=C1)CN1CCC2(CCN(C2=O)CC2=CC=C(C=C2)Br)CC1 (3-(RS)-[2-(4-bromobenzyl)-1-oxo-2,8-diaza-spiro[4.5]dec-8-ylmethyl]-4-(SR)-phenylpyrroli-dine-1-carboxylic acid tert-butyl ester), C(Cl)Cl.C(=O)(C(F)(F)F)O (DCM TFA). Reaction conditions: time 1 hour. The product is BrC1=CC=C(CN2C(C3(CC2)CCN(CC3)CC3CNCC3C3=CC=CC=C3)=O)C=C1 (2-(4-Bromobenzyl)-8-(4-(SR)-phenylpyrrolidin-3-(RS)-ylmethyl)-2,8-diaza-spiro[4.5]decan-1-one). Yield: 100.1%. RXN SMILES: C(OC([N:8]1[CH2:12][CH:11]([C:13]2[CH:18]=[CH:17][CH:16]=[CH:15][CH:14]=2)[CH:10]([CH2:19][N:20]2[CH2:38][CH2:37][C:23]3([C:27](=[O:28])[N:26]([CH2:29][C:30]4[CH:35]=[CH:34][C:33]([Br:36])=[CH:32][CH:31]=4)[CH2:25][CH2:24]3)[CH2:22][CH2:21]2)[CH2:9]1)=O)(C)(C)C.C(Cl)Cl.C(O)(C(F)(F)F)=O>>[Br:36][C:33]1[CH:32]=[CH:31][C:30]([CH2:29][N:26]2[CH2:25][CH2:24][C:23]3([CH2:22][CH2:21][N:20]([CH2:19][CH:10]4[CH:11]([C:13]5[CH:18]=[CH:17][CH:16]=[CH:15][CH:14]=5)[CH2:12][NH:8][CH2:9]4)[CH2:38][CH2:37]3)[C:27]2=[O:28])=[CH:35][CH:34]=1 |f:1.2|. Procedure details: To 510 mg (0.87 mmol) of 3-(RS)-[2-(4-bromobenzyl)-1-oxo-2,8-diaza-spiro[4.5]dec-8-ylmethyl]-4-(SR)-phenylpyrroli-dine-1-carboxylic acid tert-butyl ester was added a solution of DCM/TFA 20% (12 mL). The reaction mixture was agitated for one hour at room temperature before quenching with 30 mL of aqueous solution of sodium hydroxide (1N). The solution was then extracted with DCM (2×20 mL). The combined organic layers were dried over sodium sulfate, filtered and evaporated in vacuo yielding Compou... Reactants: COC1=CC=C(CS[C@@H]2C[C@H](N(C2)S(=O)(=O)C2=CC3=CC=CC=C3C=C2)C(=O)NN)C=C1 ((2S,4R)-4-(4-Methoxy-benzylsulfanyl)-1-(naphthalene-2-sulfonyl)-pyrrolidine-2-carboxylic acid hydrazide). Solvent: C(=O)(C(F)(F)F)O (TFA), C(C)(C)[SiH](C(C)C)C(C)C (triisopropylsilane). The product is S[C@@H]1C[C@H](N(C1)S(=O)(=O)C1=CC2=CC=CC=C2C=C1)C(=O)NN ((2S,4R)-4-Mercapto-1-(naphthalene-2-sulfonyl)-pyrrolidine-2-carboxylic acid hydrazide). Yield: 64.5%. RXN SMILES: COC1C=CC(C[S:8][C@H:9]2[CH2:13][N:12]([S:14]([C:17]3[CH:26]=[CH:25][C:24]4[C:19](=[CH:20][CH:21]=[CH:22][CH:23]=4)[CH:18]=3)(=[O:16])=[O:15])[C@H:11]([C:27]([NH:29][NH2:30])=[O:28])[CH2:10]2)=CC=1>C(O)(C(F)(F)F)=O.C([SiH](C(C)C)C(C)C)(C)C>[SH:8][C@H:9]1[CH2:13][N:12]([S:14]([C:17]2[CH:26]=[CH:25][C:24]3[C:19](=[CH:20][CH:21]=[CH:22][CH:23]=3)[CH:18]=2)(=[O:15])=[O:16])[C@H:11]([C:27]([NH:29][NH2:30])=[O:28])[CH2:10]1. Procedure: (step 9) 150 mg (0.3 mmol, 1.0 eq) (2S,4R)-4-(4-Methoxy-benzylsulfanyl)-1-(naphthalene-2-sulfonyl)-pyrrolidine-2-carboxylic acid hydrazide in 5 ml TFA and 0.65 ml triisopropylsilane were stirred for 3 d at RT. The solvent was evaporated and the residue redissolved in sat. NaHCO3 solution:ethyl acetate, the phases were separated and the inorganic one was extracted with ethyl acetate. The combined organic phases were washed with water and brine. Column chromatography yields 68 mg ( 61%) (2S,4R)-4-...